This data is from the Open Reaction Database (ORD), a public repository of structured organic reaction records. The task is: describe an organic reaction: reactants, conditions, products, and yield The reactants are C(C1=CC=CC=C1)N1C(=CC2=NC(=CC=C21)Cl)C2=CN=CS2 (1-benzyl-5-chloro-2-(1,3-thiazol-5-yl)-1H-pyrrolo[3,2-b]pyridine), N(NC(=O)OC(C)(C)C)C(=O)OC(C)(C)C (di-tert-butyl hydrazine-1,2-dicarboxylate), C(=O)([O-])[O-].[Cs+].[Cs+] (Cs2CO3). Reagents/catalysts: C1(CCCCC1)P(C1=C(C=CC=C1)C1=C(C=C(C=C1C(C)C)C(C)C)C(C)C)C1CCCCC1.NC1=C(C=CC=C1)C1=C(C=CC=C1)[Pd]Cl (dicyclohexyl(2′,4′,6′-triisopropylbiphenyl-2-yl)phosphine (2′-aminobiphenyl-2-yl)(chloro)palladium). Solvent: C1(=CC=CC=C1)C (toluene). Run at temperature 110 celsius, time 8 hour. Yields the product C(C1=CC=CC=C1)N1C(=CC2=C1C=CC=1N2C(=NN1)C)C1=CN=CS1 (6-benzyl-1-methyl-7-(1,3-thiazol-5-yl)-6H-pyrrolo[2,3-e][1,2,4]triazolo[4,3-a]pyridine). RXN SMILES: [CH2:1]([N:8]1[C:16]2[C:11](=[N:12][C:13](Cl)=[CH:14][CH:15]=2)[CH:10]=[C:9]1[C:18]1[S:22][CH:21]=[N:20][CH:19]=1)[C:2]1[CH:7]=[CH:6][CH:5]=[CH:4][CH:3]=1.[NH:23]([C:32](OC(C)(C)C)=O)[NH:24]C(OC(C)(C)C)=O.[C:39]([O-])([O-])=O.[Cs+].[Cs+]>C1(C)C=CC=CC=1.C1(P(C2CCCCC2)C2C=CC=CC=2C2C(C(C)C)=CC(C(C)C)=CC=2C(C)C)CCCCC1.NC1C=CC=CC=1C1C=CC=CC=1[Pd]Cl>[CH2:1]([N:8]1[C:16]2[CH:15]=[CH:14][C:13]3[N:12]([C:32]([CH3:39])=[N:23][N:24]=3)[C:11]=2[CH:10]=[C:9]1[C:18]1[S:22][CH:21]=[N:20][CH:19]=1)[C:2]1[CH:7]=[CH:6][CH:5]=[CH:4][CH:3]=1 |f:2.3.4,6.7|. Reported procedure: 1-Benzyl-5-chloro-2-(1,3-thiazol-5-yl)-1H-pyrrolo[3,2-b]pyridine (67 mg, 0.20 mmol, from Step 1), di-tert-butyl hydrazine-1,2-dicarboxylate (72 mg, 0.31 mmol) and Cs2CO3 (100 mg, 0.31 mmol) were combined in toluene (7.2 mL) and dicyclohexyl(2′,4′,6′-triisopropylbiphenyl-2-yl)phosphine-(2′-aminobiphenyl-2-yl)(chloro)palladium (1:1) (16 mg, 0.020 mmol) was added. The mixture was degassed by a stream of nitrogen through the solution for 10 minutes. The reaction was stirred at 110° C. overnight, the... Reactants: NN (Hydrazine), CN1C(CNCC1)CCCC1=C2C(C(=O)NC2=O)=CC=C1 (3-(N-methylpiperazinyl)propylphthalimide). Solvent: CO (methanol). The product is CN1C(CNCC1)CCCN (3-(N-methylpiperazinyl)propylamine). As a reaction SMILES: [NH2:1]N.[CH3:3][N:4]1[CH2:9][CH2:8][NH:7][CH2:6][CH:5]1[CH2:10][CH2:11][CH2:12]C1C=CC=C2C(NC(=O)C=12)=O>CO>[CH3:3][N:4]1[CH2:9][CH2:8][NH:7][CH2:6][CH:5]1[CH2:10][CH2:11][CH2:12][NH2:1]. Procedure details: Hydrazine (aqueous solution at 35% by wt.) (0.15 ml; 1.6 mmoles) was added to 3-(N-methylpiperazinyl)propylphthalimide (229 mg; 0.8 mmoles) in methanol (5 ml) and the resulting solution was refluxed. Reaction times and process as per Example 1. Starting materials: CCc1cc(SCC=C(c2ccc(Cl)cc2)c2ccc(Cl)cc2)ccc1OCC(=O)OC, CCO, Cl, [Na+], [OH-]. Yields the product CCc1cc(SCC=C(c2ccc(Cl)cc2)c2ccc(Cl)cc2)ccc1OCC(=O)O. RXN SMILES: [CH3:1][O:2][C:3]([CH2:4][O:5][c:6]1[c:7]([CH2:30][CH3:31])[cH:8][c:9]([S:12][CH2:13][CH:14]=[C:15]([c:16]2[cH:17][cH:18][c:19]([Cl:22])[cH:20][cH:21]2)[c:23]2[cH:24][cH:25][c:26]([Cl:29])[cH:27][cH:28]2)[cH:10][cH:11]1)=[O:32].[CH3:36][CH2:37][OH:38].[ClH:35].[Na+:34].[OH-:33]>>[O:2]=[C:3]([CH2:4][O:5][c:6]1[c:7]([CH2:30][CH3:31])[cH:8][c:9]([S:12][CH2:13][CH:14]=[C:15]([c:16]2[cH:17][cH:18][c:19]([Cl:22])[cH:20][cH:21]2)[c:23]2[cH:24][cH:25][c:26]([Cl:29])[cH:27][cH:28]2)[cH:10][cH:11]1)[OH:32]. The reactants are C(CCCCCCCCCCCCCCCCC)OCCCN (3-octadecyloxypropylamine), ClCC(=O)OC (methyl chloroacetate). Reagents/catalysts: CO (methanol), CO (methanol), C[O-].[Na+] (sodium methylate). Yields the product ClCC(=O)NCCCOCCCCCCCCCCCCCCCCCC (2-chloro-N-(3-octadecyloxypropyl)-acetamide). Yield: 92.0%. RXN SMILES: [CH2:1]([O:19][CH2:20][CH2:21][CH2:22][NH2:23])[CH2:2][CH2:3][CH2:4][CH2:5][CH2:6][CH2:7][CH2:8][CH2:9][CH2:10][CH2:11][CH2:12][CH2:13][CH2:14][CH2:15][CH2:16][CH2:17][CH3:18].[Cl:24][CH2:25][C:26](OC)=[O:27]>CO.C[O-].[Na+]>[Cl:24][CH2:25][C:26]([NH:23][CH2:22][CH2:21][CH2:20][O:19][CH2:1][CH2:2][CH2:3][CH2:4][CH2:5][CH2:6][CH2:7][CH2:8][CH2:9][CH2:10][CH2:11][CH2:12][CH2:13][CH2:14][CH2:15][CH2:16][CH2:17][CH3:18])=[O:27] |f:3.4|. Reported procedure: A four-necks-flask equipped with a stirrer, a temperature gage, a dehydrating pipe and a dropping funnel was charged with 327.6 g of 3-octadecyloxypropylamine obtained in the same manner as in Example 21, 900 g of methanol and 3.9 g of a methanol solution of 28% sodium methylate as a catalyst. 113.9 g of methyl chloroacetate was added to the mixture in one hour while the mixture was kept at 15 to 25° C. and the resulting mixture was reacted for 30 hours. After the reaction was completed, the pre... Reactants: COC1=C(C=O)C=CC=C1 (2-methoxybenzaldehyde), morpholine enamine, C1(CCCC1)=O (cyclopentanone). Yields the product COC1=C(\C=C/2\C(CCC2)=O)C=CC=C1 (2-(E)-[(2-methoxy) benzylidene] cyclopentanone). As a reaction SMILES: [CH3:1][O:2][C:3]1[CH:10]=[CH:9][CH:8]=[CH:7][C:4]=1[CH:5]=O.[C:11]1(=[O:16])[CH2:15][CH2:14][CH2:13][CH2:12]1>>[CH3:1][O:2][C:3]1[CH:10]=[CH:9][CH:8]=[CH:7][C:4]=1/[CH:5]=[C:12]1/[C:11](=[O:16])[CH2:15][CH2:14][CH2:13]/1. Procedure: The procedure was similar to that in Example 4 by reacting 2-methoxybenzaldehyde with the morpholine enamine of cyclopentanone to give 2-(E)-[(2-methoxy) benzylidene] cyclopentanone. The melting popint of this intermediate compound was determined to be 80°-82° C. A subsequent Mannich reaction yielded the 2-Dimethylaminomethyl-5-(E)-[(2-methoxy) benzylidene] cyclopentanone hydrochloride. The melting point of the product was determined to be 167°-169° C. Starting materials: C=CCBr, CC#N, ClC(Cl)Cl, COc1ccc(CCN(Cc2ccc(C)o2)C(=O)OC2CN3CCC2CC3)cc1OC. The product is [Br-], C=CC[N+]12CCC(CC1)C(OC(=O)N(CCc1ccc(OC)c(OC)c1)Cc1ccc(C)o1)C2. As a reaction SMILES: [CH2:32]([CH:33]=[CH2:34])[Br:35].[CH3:40][C:41]#[N:42].[Cl:36][CH:37]([Cl:38])[Cl:39].[N:1]12[CH2:2][CH:3]([O:9][C:10]([N:11]([CH2:12][c:13]3[o:14][c:15]([CH3:18])[cH:16][cH:17]3)[CH2:19][CH2:20][c:21]3[cH:22][c:23]([O:29][CH3:30])[c:24]([O:27][CH3:28])[cH:25][cH:26]3)=[O:31])[CH:4]([CH2:5][CH2:6]1)[CH2:7][CH2:8]2>>[Br-:35].[N+:1]12([CH2:34][CH:33]=[CH2:32])[CH2:2][CH:3]([O:9][C:10]([N:11]([CH2:12][c:13]3[o:14][c:15]([CH3:18])[cH:16][cH:17]3)[CH2:19][CH2:20][c:21]3[cH:22][c:23]([O:29][CH3:30])[c:24]([O:27][CH3:28])[cH:25][cH:26]3)=[O:31])[CH:4]([CH2:5][CH2:6]1)[CH2:7][CH2:8]2. Reactants: IC1=CC(=C(C=C1)C)C (1-iodo-3,4-dimethylbenzene), C1(=CC=CC=C1)P(C1=CC=CC=C1)C1=CC=CC=C1 (triphenylphosphine), C(C#C)O (propargyl alcohol), C(C)(C)N(CC)C(C)C (diisopropylethylamine). Reagents/catalysts: [Cu]I (copper(I) iodide), C1=CC=C(C=C1)/C=C/C(=O)/C=C/C2=CC=CC=C2.C1=CC=C(C=C1)/C=C/C(=O)/C=C/C2=CC=CC=C2.C1=CC=C(C=C1)/C=C/C(=O)/C=C/C2=CC=CC=C2.C(Cl)(Cl)Cl.[Pd].[Pd] (tris(dibenzylideneacetone)dipalladium(0) chloroform adduct). Solvent: [Cl-].[Na+].O (brine), O1CCCC1 (tetrahydrofuran). Run at time 5 hour. Yields the product CC=1C=C(C=CC1C)C#CCO (3-(3,4-dimethylphenyl)-2-propyne-1-ol). As a reaction SMILES: I[C:2]1[CH:7]=[CH:6][C:5]([CH3:8])=[C:4]([CH3:9])[CH:3]=1.C1(P(C2C=CC=CC=2)C2C=CC=CC=2)C=CC=CC=1.[CH2:29]([OH:32])[C:30]#[CH:31].C(N(C(C)C)CC)(C)C>[Cl-].[Na+].O.[Cu]I.C1C=CC(/C=C/C(/C=C/C2C=CC=CC=2)=O)=CC=1.C1C=CC(/C=C/C(/C=C/C2C=CC=CC=2)=O)=CC=1.C1C=CC(/C=C/C(/C=C/C2C=CC=CC=2)=O)=CC=1.C(Cl)(Cl)Cl.[Pd].[Pd].O1CCCC1>[CH3:9][C:4]1[CH:3]=[C:2]([C:31]#[C:30][CH2:29][OH:32])[CH:7]=[CH:6][C:5]=1[CH3:8] |f:4.5.6,8.9.10.11.12.13|. Procedure: A mixture of 1-iodo-3,4-dimethylbenzene (5.00 g), copper(I) iodide (82.1 mg), triphenylphosphine (283 mg), tris(dibenzylideneacetone)dipalladium(0) chloroform adduct (446 mg), propargyl alcohol (1.40 ml), diisopropylethylamine (15.0 ml) and tetrahydrofuran (100 ml) was stirred at room temperature for 5 hr. The reaction mixture was added to brine, and the mixture was extracted with ethyl acetate, washed with saturated brine, and dried over anhydrous magnesium sulfate. The solvent was evaporated u...